From a dataset of the Open Reaction Database (ORD), a public repository of structured organic reaction records. describe an organic reaction: reactants, conditions, products, and yield As a reaction SMILES: [CH3:19][CH2:20][N:21]=[C:22]=[N:23][CH2:24][CH2:25][CH2:26][N:27]([CH3:28])[CH3:29].[CH:52]([N:53]([CH2:54][CH3:55])[CH:56]([CH3:57])[CH3:58])([CH3:59])[CH3:60].[Cl:40][c:41]1[n:42][c:43]([CH3:51])[c:44]([C:45](=[O:46])[OH:47])[c:48]([CH3:50])[cH:49]1.[NH2:1][CH2:2][CH2:3][CH:4]([CH3:5])[N:6]1[CH2:7][CH2:8][CH:9]([NH:12][CH2:13][c:14]2[n:15][cH:16][s:17][cH:18]2)[CH2:10][CH2:11]1.[O:61]=[CH:62][N:63]([CH3:64])[CH3:65].[OH:30][n:31]1[c:32]2[c:33]([cH:34][cH:35][cH:36][cH:37]2)[n:38][n:39]1>>[NH:1]([CH2:2][CH2:3][CH:4]([CH3:5])[N:6]1[CH2:7][CH2:8][CH:9]([NH:12][CH2:13][c:14]2[n:15][cH:16][s:17][cH:18]2)[CH2:10][CH2:11]1)[C:45]([c:44]1[c:43]([CH3:51])[n:42][c:41]([Cl:40])[cH:49][c:48]1[CH3:50])=[O:46]. Starting materials: CCN=C=NCCCN(C)C, CCN(C(C)C)C(C)C, Cc1cc(Cl)nc(C)c1C(=O)O, CC(CCN)N1CCC(NCc2cscn2)CC1, CN(C)C=O, On1nnc2ccccc21. The product is Cc1cc(Cl)nc(C)c1C(=O)NCCC(C)N1CCC(NCc2cscn2)CC1. The reactants are C(C1=CC=CC=C1)OC1=CC=C2CCCC(C2=C1)=O (7-benzyloxy-3,4-dihydro-1(2H)naphthalenone), C(C)OC(N(C)C)OCC (N,N-dimethylformamide diethylacetal). Product: C(C1=CC=CC=C1)OC1=CC=C2CCC(C(C2=C1)=O)=CN(C)C (7-Benzyloxy-3,4-dihydro-2-dimethylaminomethylene -1(2H)naphthalenone), desired compound. Reaction SMILES: [CH2:1]([O:8][C:9]1[CH:18]=[C:17]2[C:12]([CH2:13][CH2:14][CH2:15][C:16]2=[O:19])=[CH:11][CH:10]=1)[C:2]1[CH:7]=[CH:6][CH:5]=[CH:4][CH:3]=1.C(O[CH:23](OCC)[N:24]([CH3:26])[CH3:25])C>>[CH2:1]([O:8][C:9]1[CH:18]=[C:17]2[C:12]([CH2:13][CH2:14][C:15](=[CH:23][N:24]([CH3:26])[CH3:25])[C:16]2=[O:19])=[CH:11][CH:10]=1)[C:2]1[CH:3]=[CH:4][CH:5]=[CH:6][CH:7]=1. Reported procedure: 7-Benzyloxy-3,4-dihydro-2-dimethylaminomethylene -1(2H)naphthalenone was prepared from 7-benzyloxy-3,4-dihydro-1(2H)naphthalenone (6.0 g, 23.8 mmol) and N,N-dimethylformamide diethylacetal (20 ml, 119.4 mmol) to give the desired compound as a pale yellow solid (4.56 g) m.p. 85-86°. MS(ES+) 308 (MH+, 100%). The solvent is C1CCOC1 (THF). Procedure details: 3′-(2-Phenoxy-ethylsulfanylmethyl)-biphenyl-4-carboxylic acid (4-dimethylamino-butyl)-amide was synthesized as described for 4′-(2-phenoxy-ethylsulfanylmethyl)-biphenyl-3-carboxylic acid (3-dimethylamino-propyl)-amide. 3′-(2-Phenoxy-ethylsulfanylmethyl)-biphenyl-4-carboxylic acid (1.50 g, 4.12 mmol, 1 eq.) in anhydrous THF was treated with 1,1-carbonyldiimidazole (0.68 g, 4.20 mmol, 1.02 eq.) and 4-dimethylaminobutylamine (0.57 g, 4.94 mmol, 1.2 eq.). When complete, the reaction was worked up as... Product: CN(CCCCNC(=O)C1=CC=C(C=C1)C1=CC(=CC=C1)CSCCOC1=CC=CC=C1)C (3′-(2-Phenoxy-ethylsulfanylmethyl)-biphenyl-4-carboxylic acid (4-dimethylamino-butyl)-amide). As a reaction SMILES: CN(C)CCCNC(C1C=C(C2C=CC(CSCCOC3C=CC=CC=3)=CC=2)C=CC=1)=O.[O:33]([CH2:40][CH2:41][S:42][CH2:43][C:44]1[CH:45]=[C:46]([C:50]2[CH:55]=[CH:54][C:53]([C:56]([OH:58])=O)=[CH:52][CH:51]=2)[CH:47]=[CH:48][CH:49]=1)[C:34]1[CH:39]=[CH:38][CH:37]=[CH:36][CH:35]=1.[CH3:59][N:60]([CH3:66])[CH2:61][CH2:62][CH2:63][CH2:64][NH2:65]>C1COCC1>[CH3:59][N:60]([CH3:66])[CH2:61][CH2:62][CH2:63][CH2:64][NH:65][C:56]([C:53]1[CH:54]=[CH:55][C:50]([C:46]2[CH:47]=[CH:48][CH:49]=[C:44]([CH2:43][S:42][CH2:41][CH2:40][O:33][C:34]3[CH:35]=[CH:36][CH:37]=[CH:38][CH:39]=3)[CH:45]=2)=[CH:51][CH:52]=1)=[O:58]. Starting materials: O(C1=CC=CC=C1)CCSCC=1C=C(C=CC1)C1=CC=C(C=C1)C(=O)O (3′-(2-Phenoxy-ethylsulfanylmethyl)-biphenyl-4-carboxylic acid), 1,1-carbonyldiimidazole, CN(CCCCN)C (4-dimethylaminobutylamine), CN(CCCNC(=O)C=1C=C(C=CC1)C1=CC=C(C=C1)CSCCOC1=CC=CC=C1)C (4′-(2-phenoxy-ethylsulfanylmethyl)-biphenyl-3-carboxylic acid (3-dimethylamino-propyl)-amide). The reactants are [Na] (sodium), C(C=1C(O)=CC=CC1)=O (salicylaldehyde), ClCCOCCOCCO (2-[2-(2-chloroethoxy)ethoxy]ethanol). The solvent is CN(C=O)C (dimethylformamide). The product is OCCOCCOCCOC1=C(C=O)C=CC=C1 (2-{2-[2-(2-Hydroxyethoxy)ethoxy]ethoxy}benzaldehyde). Reaction SMILES: [Na].[CH:2](=[O:10])[C:3]1[C:4](=[CH:6][CH:7]=[CH:8][CH:9]=1)[OH:5].Cl[CH2:12][CH2:13][O:14][CH2:15][CH2:16][O:17][CH2:18][CH2:19][OH:20]>CN(C)C=O>[OH:20][CH2:19][CH2:18][O:17][CH2:16][CH2:15][O:14][CH2:13][CH2:12][O:5][C:4]1[CH:6]=[CH:7][CH:8]=[CH:9][C:3]=1[CH:2]=[O:10] |^1:0|. Procedure details: A solution of 10 g of sodium salt of salicylaldehyde and 10 g of 2-[2-(2-chloroethoxy)ethoxy]ethanol in dimethylformamide was refluxed for 50 hours. After evaporation, the residue was dissolved in ethyl acetate and the solution washed with water, dried over magnesium sulfate and evaporated. The compound was purified by chromatography (silica; ethyl acetate). Reactants: NCC(=O)O (glycine), [OH-].[Na+] (sodium hydroxide), C(#N)C1=CC=C(C=C1)NC(SC)=NS(=O)(=O)C (N-(4-cyanophenyl)-N'-methylsulfonyl-S-methylisothiourea). Solvent: O (water), C(C)O (ethanol). The product is CS(=O)(=O)N=C(NCC(=O)O)NC1=CC=C(C=C1)C#N (N-[methylsulfonylimino(4-cyanophenylamino)methyl]-2-aminoethanoic acid). Isolated yield 55.0%. As a reaction SMILES: [NH2:1][CH2:2][C:3]([OH:5])=[O:4].[OH-].[Na+].[C:8]([C:10]1[CH:15]=[CH:14][C:13]([NH:16][C:17](=[N:20][S:21]([CH3:24])(=[O:23])=[O:22])SC)=[CH:12][CH:11]=1)#[N:9]>O.C(O)C>[CH3:24][S:21]([N:20]=[C:17]([NH:16][C:13]1[CH:14]=[CH:15][C:10]([C:8]#[N:9])=[CH:11][CH:12]=1)[NH:1][CH2:2][C:3]([OH:5])=[O:4])(=[O:23])=[O:22] |f:1.2|. Procedure: A mixture of 0.57 g (7.6 mol) of glycine, of 0.3 g (7.6 mmol) of sodium hydroxide in 3 cm3 of water and of 2.0 g (7.6 mmol) of N-(4-cyanophenyl)-N'-methylsulfonyl-S-methylisothiourea in 30 cm3 of 95% ethanol is heated at boiling point for 7 hours. After cooling, the precipitate obtained is filtered and dissolved in 20 cm3 of a 1N sodium hydroxide solution. The solution obtained is washed with dichloromethane (3×10 cm3) and ethyl acetate (2×10 cm3) then acidified to a pH close to 3 with a 6N HCl ... Reactants: Cc1cc(Br)ccc1C(=O)NC1CC1, C1CCOC1. Yields the product Cc1cc(Br)ccc1CNC1CC1. Reaction SMILES: [Br:1][c:2]1[cH:3][c:4]([CH3:14])[c:5]([C:6](=[O:7])[NH:8][CH:9]2[CH2:10][CH2:11]2)[cH:12][cH:13]1.[CH2:15]1[O:16][CH2:17][CH2:18][CH2:19]1>>[Br:1][c:2]1[cH:3][c:4]([CH3:14])[c:5]([CH2:6][NH:8][CH:9]2[CH2:10][CH2:11]2)[cH:12][cH:13]1. The reactants are C1(=CC=CC=C1)S(=O)(=O)C=1C=C2C(=CC=NC2=CC1)Cl (6-benzenesulfonyl-4-chloro-quinoline), N1CCNCC1 (piperazine). The solvent is C(C)#N (acetonitrile). The product is Cl.C1(=CC=CC=C1)S(=O)(=O)C=1C=C2C(=CC=NC2=CC1)N1CCNCC1 (6-benzenesulfonyl-4-piperazin-1-yl-quinoline hydrochloride). Isolated yield 56.0%. RXN SMILES: [C:1]1([S:7]([C:10]2[CH:11]=[C:12]3[C:17](=[CH:18][CH:19]=2)[N:16]=[CH:15][CH:14]=[C:13]3[Cl:20])(=[O:9])=[O:8])[CH:6]=[CH:5][CH:4]=[CH:3][CH:2]=1.[NH:21]1[CH2:26][CH2:25][NH:24][CH2:23][CH2:22]1>C(#N)C>[ClH:20].[C:1]1([S:7]([C:10]2[CH:11]=[C:12]3[C:17](=[CH:18][CH:19]=2)[N:16]=[CH:15][CH:14]=[C:13]3[N:21]2[CH2:26][CH2:25][NH:24][CH2:23][CH2:22]2)(=[O:9])=[O:8])[CH:6]=[CH:5][CH:4]=[CH:3][CH:2]=1 |f:3.4|. Procedure: A solution of 6-benzenesulfonyl-4-chloro-quinoline (35 mg, 0.11 mmol) and piperazine (0.5 g, 2.5 mmol) in acetonitrile (2 mL) was heated at 80° C. over night. The mixture was extracted with toluene and water. The organic phase was purified by chromatography on silica gel eluted with CHCl3 saturated with NH3 (gas). The pure product was dissolved in ethyl acetate and HCl (gas) in diethyl ether was added. The resulting oily residue was dissolved in methanol and ethyl acetate and evaporated to yield...